This data is from the Open Reaction Database (ORD), a public repository of structured organic reaction records. The task is: describe an organic reaction: reactants, conditions, products, and yield The solvent is C1=CC=CC=C1 (benzene). Run at time 15 minute. The reactants are Cl (hydrochloric acid), [OH-].[Na+] (NaOH), [N+](=O)([O-])C=1C=C(C(C(=O)OCC(CCCC)CC)=CC1)C(=O)OCC(CCCC)CC (bis(2-ethylhexyl) 4-nitrophthalate), O (water). RXN SMILES: [N+:1]([C:4]1[CH:5]=[C:6]([C:21]([O:23][CH2:24][CH:25]([CH2:30][CH3:31])[CH2:26][CH2:27][CH2:28][CH3:29])=[O:22])[C:7](=[CH:19][CH:20]=1)[C:8]([O:10][CH2:11][CH:12]([CH2:17][CH3:18])[CH2:13][CH2:14][CH2:15][CH3:16])=[O:9])([O-])=O.Cl.O.[OH-].[Na+]>C1C=CC=CC=1.[Zn]>[NH2:1][C:4]1[CH:5]=[C:6]([C:21]([O:23][CH2:24][CH:25]([CH2:30][CH3:31])[CH2:26][CH2:27][CH2:28][CH3:29])=[O:22])[C:7](=[CH:19][CH:20]=1)[C:8]([O:10][CH2:11][CH:12]([CH2:17][CH3:18])[CH2:13][CH2:14][CH2:15][CH3:16])=[O:9] |f:3.4|. The yield is 60.5%. Yields the product NC=1C=C(C(C(=O)OCC(CCCC)CC)=CC1)C(=O)OCC(CCCC)CC (bis(2-ethylhexyl) 4-aminophthalate). Reported procedure: Compound 411 (2.0 g, 5.3 mmol) was dissolved in 265 ml of benzene, and then 3.2 g of purified zinc dust was added. Concentrated hydrochloric acid (9.3 ml) was added in portions. After 15 minutes of stirring at room temperature, another 3.2 g of zinc dust was added and the mixture was stirred at room temperature for 12 hours. Then 320 ml of water was added to the reaction mixture and the mixture was neutralized with 1N NaOH solution. The mixture was transferred to a separatory funnel and the benz... Reagents/catalysts: [Zn] (zinc), [Zn] (zinc). Starting materials: BrCc1ccccc1, CC#N, O=C1CN2CCC1CC2. As a reaction SMILES: [Br:1][CH2:2][c:3]1[cH:4][cH:5][cH:6][cH:7][cH:8]1.[CH3:18][C:19]#[N:20].[N:9]12[CH2:10][C:11](=[O:17])[CH:12]([CH2:13][CH2:14]1)[CH2:15][CH2:16]2>>[Br-:1].[CH2:2]([c:3]1[cH:4][cH:5][cH:6][cH:7][cH:8]1)[N+:9]12[CH2:10][C:11](=[O:17])[CH:12]([CH2:13][CH2:14]1)[CH2:15][CH2:16]2. The product is [Br-], O=C1C[N+]2(Cc3ccccc3)CCC1CC2. Starting materials: Brc1cccc2cc[nH]c12, C1CCOC1, CCOC(C)=O, CI, [H-], [Na+], [Na+], O=C([O-])O. The product is Cn1ccc2cccc(Br)c21. RXN SMILES: [Br:5][c:6]1[cH:7][cH:8][cH:9][c:10]2[cH:11][cH:12][nH:13][c:14]12.[CH2:20]1[O:21][CH2:22][CH2:23][CH2:24]1.[CH3:25][CH2:26][O:27][C:28]([CH3:29])=[O:30].[CH3:3][I:4].[H-:1].[Na+:19].[Na+:2].[O-:15][C:16]([OH:17])=[O:18]>>[Br:5][c:6]1[cH:7][cH:8][cH:9][c:10]2[cH:11][cH:12][n:13]([CH3:16])[c:14]12. Reactants: ClC=1C=CC(=C(C1)C1=CC(NC=C1OC)=O)OC(F)F (4-[5-chloro-2-(difluoromethoxy)phenyl]-5-methoxypyridin-2(1H)-one), BrCC(=O)OC(C)(C)C (tert-butyl bromoacetate), C([O-])([O-])=O.[K+].[K+] (potassium carbonate). Product: ClC=1C=CC(=C(C1)C1=CC(N(C=C1OC)CC(=O)OC(C)(C)C)=O)OC(F)F (tert-Butyl {4-[5-chloro-2-(difluoromethoxy)phenyl]-5-methoxy-2-oxopyridin-1(2H)-yl}acetate). RXN SMILES: [Cl:1][C:2]1[CH:3]=[CH:4][C:5]([O:17][CH:18]([F:20])[F:19])=[C:6]([C:8]2[C:13]([O:14][CH3:15])=[CH:12][NH:11][C:10](=[O:16])[CH:9]=2)[CH:7]=1.Br[CH2:22][C:23]([O:25][C:26]([CH3:29])([CH3:28])[CH3:27])=[O:24].C(=O)([O-])[O-].[K+].[K+]>>[Cl:1][C:2]1[CH:3]=[CH:4][C:5]([O:17][CH:18]([F:20])[F:19])=[C:6]([C:8]2[C:13]([O:14][CH3:15])=[CH:12][N:11]([CH2:22][C:23]([O:25][C:26]([CH3:29])([CH3:28])[CH3:27])=[O:24])[C:10](=[O:16])[CH:9]=2)[CH:7]=1 |f:2.3.4|. Reported procedure: 5.43 g (purity 80%, 14.4 mmol) of 4-[5-chloro-2-(difluoromethoxy)phenyl]-5-methoxypyridin-2(1H)-one and 1.2 eq. of tert-butyl bromoacetate in the presence of 1.5 eq. of potassium carbonate were reacted according to General Method 4B at 100° C. Yield: 3.64 g (61% of theory) Reactants: [Cl-] (chloride), ClCCCS(=O)(=O)O (3-chloropropanesulfonic acid), C(C)N (ethylamine), C(C)N (ethylamine), C(C)O (ethanol). The solvent is C(C)OCC (ethyl ether), C(C)OCC (ethyl ether), C(C)N(CC)CC (triethylamine). Run at time 1 hour. Product: C(C)N1S(=O)(=O)CCC1 (N-ethylpropanesultam). Isolated yield 70.0%. As a reaction SMILES: [Cl-].Cl[CH2:3][CH2:4][CH2:5][S:6]([OH:9])(=O)=[O:7].[CH2:10]([NH2:12])[CH3:11].C(O)C>C(OCC)C.C(N(CC)CC)C>[CH2:10]([N:12]1[CH2:3][CH2:4][CH2:5][S:6]1(=[O:9])=[O:7])[CH3:11]. Procedure: To a solution of 24 g of chloride of 3-chloropropanesulfonic acid in 150 ml ethyl ether is added drop-by-drop a solution of 12 g ethylamine and 10 ml ethyl ether. The addition of the ethylamine solution is carried out under stirring and with cooling with the aid of an ice bath. After addition of the solution, the stirring is continued for 1 hour. A white precipitate of ethylamine chlorhydrate forms, which is removed by filtration upon fritted glass. Ethyl ether is removed by evaporation under re... Starting materials: CCOC(C)Oc1ccc(C=CCOC(C)=O)cc1, O=C([O-])[O-], CO, [K+], [K+], O. Product: CCOC(C)Oc1ccc(C=CCO)cc1. RXN SMILES: [C:1](=[O:2])([CH3:3])[O:4][CH2:5][CH:6]=[CH:7][c:8]1[cH:9][cH:10][c:11]([O:14][CH:15]([CH3:16])[O:17][CH2:18][CH3:19])[cH:12][cH:13]1.[C:22](=[O:23])([O-:24])[O-:25].[CH3:20][OH:21].[K+:26].[K+:27].[OH2:28]>>[OH:4][CH2:5][CH:6]=[CH:7][c:8]1[cH:9][cH:10][c:11]([O:14][CH:15]([CH3:16])[O:17][CH2:18][CH3:19])[cH:12][cH:13]1. Starting materials: P(=O)(OCC(COC(NCCCCCCCCCCCCCCCCCC)=O)O)(OCC[N+](C)(C)C)[O-] (2-Hydroxy-3-octadecylcarbamoyloxypropyl 2-trimethylammonioethyl phosphate), CN=C=O (methyl isocyanate). Solvent: N1=CC=CC=C1 (pyridine). Reaction conditions: temperature 50 celsius. Product: P(=O)(OCC(COC(NCCCCCCCCCCCCCCCCCC)=O)OC(NC)=O)(OCC[N+](C)(C)C)[O-] (2-Methylcarbamoyloxy-3-octadecylcarbamoyloxypropyl 2-trimethylammonioethyl phosphate). Reaction SMILES: [P:1]([O-:37])([O:30][CH2:31][CH2:32][N+:33]([CH3:36])([CH3:35])[CH3:34])([O:3][CH2:4][CH:5]([OH:29])[CH2:6][O:7][C:8](=[O:28])[NH:9][CH2:10][CH2:11][CH2:12][CH2:13][CH2:14][CH2:15][CH2:16][CH2:17][CH2:18][CH2:19][CH2:20][CH2:21][CH2:22][CH2:23][CH2:24][CH2:25][CH2:26][CH3:27])=[O:2].[CH3:38][N:39]=[C:40]=[O:41]>N1C=CC=CC=1>[P:1]([O-:37])([O:30][CH2:31][CH2:32][N+:33]([CH3:36])([CH3:35])[CH3:34])([O:3][CH2:4][CH:5]([O:29][C:40](=[O:41])[NH:39][CH3:38])[CH2:6][O:7][C:8](=[O:28])[NH:9][CH2:10][CH2:11][CH2:12][CH2:13][CH2:14][CH2:15][CH2:16][CH2:17][CH2:18][CH2:19][CH2:20][CH2:21][CH2:22][CH2:23][CH2:24][CH2:25][CH2:26][CH3:27])=[O:2]. Reported procedure: The hydroxy compound (300 mg) obtained in Example 28 and 1.5 ml of methyl isocyanate were dissolved in 7 ml of pyridine, and the solution was warmed at 50° C. for 5 hours. The solvent was then distilled off and the residue was purified by silica gel column chromatography [silica gel: 10 g; eluent: chloroform-methanol-water (65:25:4)] to give 298 mg of the above-identified compound. The reactants are FC(C(=O)OC(C(F)(F)F)=O)(F)F (Trifluoroacetic anhydride), C(C)OCN(C(CS(=O)C)=O)C1=CC(=CC=C1)C(F)(F)F (N-(Ethoxymethyl)-N-(3-trifluoromethylphenyl)-2-(methylsulphinyl)acetamide), C(O)([O-])=O.[Na+] (sodium hydrogen carbonate). Run in O1CCCC1 (tetrahydrofuran), O (water). Reaction conditions: temperature 20 celsius, time 2 hour. Yields the product OC1C(N(CO1)C1=CC(=CC=C1)C(F)(F)F)=O (5-Hydroxy-3-(3-trifluoromethylphenyl)-oxazolidin4-one). Reaction SMILES: FC(F)(F)C(OC(=O)C(F)(F)F)=[O:4].C([O:16][CH2:17][N:18]([C:25]1[CH:30]=[CH:29][CH:28]=[C:27]([C:31]([F:34])([F:33])[F:32])[CH:26]=1)[C:19](=[O:24])[CH2:20]S(C)=O)C.C(=O)([O-])O.[Na+]>O1CCCC1.O>[OH:4][CH:20]1[O:16][CH2:17][N:18]([C:25]2[CH:30]=[CH:29][CH:28]=[C:27]([C:31]([F:32])([F:33])[F:34])[CH:26]=2)[C:19]1=[O:24] |f:2.3|. Procedure details: Trifluoroacetic anhydride (17.6 g) was added dropwise to a stirred solution of crude product of Step 3 in tetrahydrofuran (220 ml) with water bath cooling to 20° C. After 2 hours the mixture was left to stand for 20 hours. A solution of sodium hydrogen carbonate (14.1 g) in water (220 ml) was added during 5 minutes with stirring and cooling to 20° C. After 30 minutes the mixture was refluxed for 41/2 hours, cooled to 25° C., extracted with dichloromethane (3×300 ml), the extract dried over magne... Reactants: COC(=O)C1(CC1)C1=CC(=C(C=C1)O)N (1-(3-amino-4-hydroxyphenyl)cyclopropanecarboxylic acid methyl ester), C(OC)(OC)OC (trimethyl orthoformate), monohydrate. Solvent: O (water), CN(C)C=O (DMF). Reaction conditions: time 3 hour. The product is COC(=O)C1(CC1)C=1C=CC2=C(N=CO2)C1 (1-benzooxazol-5-yl-cyclopropanecarboxylic acid methyl ester). The yield is 98.4%. Reaction SMILES: [CH3:1][O:2][C:3]([C:5]1([C:8]2[CH:13]=[CH:12][C:11]([OH:14])=[C:10]([NH2:15])[CH:9]=2)[CH2:7][CH2:6]1)=[O:4].[CH:16](OC)(OC)OC>CN(C=O)C.O>[CH3:1][O:2][C:3]([C:5]1([C:8]2[CH:13]=[CH:12][C:11]3[O:14][CH:16]=[N:15][C:10]=3[CH:9]=2)[CH2:7][CH2:6]1)=[O:4]. Procedure details: To a solution of 1-(3-amino-4-hydroxyphenyl)cyclopropanecarboxylic acid methyl ester (3.00 g, 14.5 mmol) in DMF were added trimethyl orthoformate (5.30 g, 14.5 mmol) and a catalytic amount of p-tolueneslufonic acid monohydrate (0.3 g) at room temperature. The mixture was stirred for 3 hours at room temperature. The mixture was diluted with water and extracted with EtOAc (100 mL×3). The combined organic layers were dried over anhydrous Na2SO4 and evaporated under vacuum to give 1-benzooxazol-5-yl... Reactants: C(C1=CC=CC=C1)C1C(=CC(O1)=O)O (5-benzyl-4-hydroxy-5H-furan-2-one), C1(=CC=CC=C1)CCC=O (3-phenyl-propionaldehyde), N1C=C(C2=CC=CC=C12)CCNC(C)=O (N-[2-(1H-indol-3-yl)-ethyl]-acetamide). Product: C(C1=CC=CC=C1)C1C(=C(C(O1)=O)C(CCC1=CC=CC=C1)C=1NC2=CC=CC=C2C1CCNC(C)=O)O (N-(2-{2-[1-(5-Benzyl-4-hydroxy-2-oxo-2,5-dihydro-furan-3-yl)-3-phenyl-propyl]-1H-indol-3-yl}-ethyl)-acetamide). As a reaction SMILES: [CH2:1]([CH:8]1[O:12][C:11](=[O:13])[CH:10]=[C:9]1[OH:14])[C:2]1[CH:7]=[CH:6][CH:5]=[CH:4][CH:3]=1.[C:15]1([CH2:21][CH2:22][CH:23]=O)[CH:20]=[CH:19][CH:18]=[CH:17][CH:16]=1.[NH:25]1[C:33]2[C:28](=[CH:29][CH:30]=[CH:31][CH:32]=2)[C:27]([CH2:34][CH2:35][NH:36][C:37](=[O:39])[CH3:38])=[CH:26]1>>[CH2:1]([CH:8]1[O:12][C:11](=[O:13])[C:10]([CH:23]([C:26]2[NH:25][C:33]3[C:28]([C:27]=2[CH2:34][CH2:35][NH:36][C:37](=[O:39])[CH3:38])=[CH:29][CH:30]=[CH:31][CH:32]=3)[CH2:22][CH2:21][C:15]2[CH:20]=[CH:19][CH:18]=[CH:17][CH:16]=2)=[C:9]1[OH:14])[C:2]1[CH:3]=[CH:4][CH:5]=[CH:6][CH:7]=1. Procedure: Using general procedure C, 5-benzyl-4-hydroxy-5H-furan-2-one (Lit. 13) was reacted with 3-phenyl-propionaldehyde and N-[2-(1H-indol-3-yl)-ethyl]-acetamide) to give the title compound as a yellow solid. MS: 507.2 ([M−H]−).